This data is from the Open Reaction Database (ORD), a public repository of structured organic reaction records. The task is: describe an organic reaction: reactants, conditions, products, and yield The reactants are C(C1=CC=CC=C1)[Mg]Cl (benzylmagnesium chloride), BrC1=C(C#N)C=CC(=C1)F (2-bromo-4-fluorobenzonitrile), C(C1=CC=CC=C1)Cl (benzyl chloride), C(CC(O)(C(=O)O)CC(=O)O)(=O)O (citric acid), [Mg] (magnesium). Solvent: CCOCC (ether), CCOCC (ether). Conditions: time 18 hour. Product: BrC1=C(C=CC(=C1)F)C(CC1=CC=CC=C1)=O (2'-Bromo-4'-fluoro-2-phenylacetophenone). As a reaction SMILES: [Br:1][C:2]1[CH:9]=[C:8]([F:10])[CH:7]=[CH:6][C:3]=1[C:4]#N.[CH2:11]([Mg]Cl)[C:12]1[CH:17]=[CH:16][CH:15]=[CH:14][CH:13]=1.[Mg].C(Cl)C1C=CC=CC=1.C(O)(=O)CC(CC(O)=O)(C(O)=O)[OH:32]>CCOCC>[Br:1][C:2]1[CH:9]=[C:8]([F:10])[CH:7]=[CH:6][C:3]=1[C:4](=[O:32])[CH2:11][C:12]1[CH:17]=[CH:16][CH:15]=[CH:14][CH:13]=1. Reported procedure: A solution of 2-bromo-4-fluorobenzonitrile, 6.0 g. (0.03 mole) in 35 ml. of absolute ether is added dropwise to a stirred solution of benzylmagnesium chloride prepared from 2.9 g. (0.12 g. atom) of magnesium turnings and 15.2 g. (0.12 mole) of benzyl chloride in 65 ml. of absolute ether in a nitrogen atmosphere. The mixture is stirred at room temperature for about 18 hours. After cooling in an ice-bath, the adduct is hydrolyzed by the dropwise addition of 100 ml. of 0.5 M. citric acid. The organ... Reactants: NCC(CO)C (3-amino-2-methylpropan-1-ol), C(C=O)(=O)OCC (ethyl glyoxylate), CC=1C=CC(=C(C(=O)O)C1)N1N=CC=N1 (5-methyl-2-(2H-1,2,3-triazol-2-yl)benzoic acid). Solvent: C1(=CC=CC=C1)C (toluene). Product: CC1CN(C(OC1)C(=O)OCC)C(C1=C(C=CC(=C1)C)N1N=CC=N1)=O (Ethyl(2RS,5RS)-5-methyl-3-[5-methyl-2-(2H-1,2,3-triazol-2-yl)benzoyl]-1,3-oxazinane-2-carboxylate). Reaction SMILES: [NH2:1][CH2:2][CH:3]([CH3:6])[CH2:4][OH:5].[C:7]([O:11][CH2:12][CH3:13])(=[O:10])[CH:8]=O.[CH3:14][C:15]1[CH:16]=[CH:17][C:18]([N:24]2[N:28]=[CH:27][CH:26]=[N:25]2)=[C:19]([CH:23]=1)[C:20](O)=[O:21]>C1(C)C=CC=CC=1>[CH3:6][CH:3]1[CH2:4][O:5][CH:8]([C:7]([O:11][CH2:12][CH3:13])=[O:10])[N:1]([C:20](=[O:21])[C:19]2[CH:23]=[C:15]([CH3:14])[CH:16]=[CH:17][C:18]=2[N:24]2[N:28]=[CH:27][CH:26]=[N:25]2)[CH2:2]1. Procedure details: By using 3-amino-2-methylpropan-1-ol (0.10 g, 1.1 mmol), ethyl glyoxylate (polymer type, a solution of 47% toluene) (2.0 mL, 9.7 mmol) and 5-methyl-2-(2H-1,2,3-triazol-2-yl)benzoic acid (0.5 g, 2.5 mmol), the same procedure as in Reference Example 1 was carried out to obtain the title compound (0.13 g) (colorless oil). Reactants: O=S(=O)(Cl)c1ccc(OCc2ccccc2)cc1, COC(=O)C1(C)CCCC1N. The product is COC(=O)C1(C)CCCC1NS(=O)(=O)c1ccc(OCc2ccccc2)cc1. RXN SMILES: [CH2:12]([c:13]1[cH:14][cH:15][cH:16][cH:17][cH:18]1)[O:19][c:20]1[cH:21][cH:22][c:23]([S:26](=[O:27])(=[O:28])[Cl:29])[cH:24][cH:25]1.[NH2:1][CH:2]1[C:3]([C:7](=[O:8])[O:9][CH3:10])([CH3:11])[CH2:4][CH2:5][CH2:6]1>>[NH:1]([CH:2]1[C:3]([C:7](=[O:8])[O:9][CH3:10])([CH3:11])[CH2:4][CH2:5][CH2:6]1)[S:26]([c:23]1[cH:22][cH:21][c:20]([O:19][CH2:12][c:13]2[cH:14][cH:15][cH:16][cH:17][cH:18]2)[cH:25][cH:24]1)(=[O:27])=[O:28]. The reactants are N=1C=CN2C1C=CC=C2SCCCCN2C(SCC2=O)=O (3-[4-(imidazo[1,2-a]pyridin-5-ylthio)butyl]thiazolidine-2,4-dione), C(C)=O (acetaldehyde), N1CCCCC1 (piperidine). Run in C(C)O (ethanol). The product is C(C)=C1C(N(C(S1)=O)CCCCSC1=CC=CC=2N1C=CN2)=O (5-ethylidene-3-[4-(imidazo[1,2-a]pyridin-5-ylthio)butyl]thiazolidine-2,4-dione). As a reaction SMILES: [N:1]1[CH:2]=[CH:3][N:4]2[C:9]([S:10][CH2:11][CH2:12][CH2:13][CH2:14][N:15]3[C:19](=[O:20])[CH2:18][S:17][C:16]3=[O:21])=[CH:8][CH:7]=[CH:6][C:5]=12.[CH:22](=O)[CH3:23].N1CCCCC1>C(O)C>[CH:22](=[C:18]1[S:17][C:16](=[O:21])[N:15]([CH2:14][CH2:13][CH2:12][CH2:11][S:10][C:9]2[N:4]3[CH:3]=[CH:2][N:1]=[C:5]3[CH:6]=[CH:7][CH:8]=2)[C:19]1=[O:20])[CH3:23]. Procedure: To a solution of 2.25 g (7.0 mmol) of 3-[4-(imidazo[1,2-a]pyridin-5-ylthio)butyl]thiazolidine-2,4-dione and 0.35 g (7.0 mmol) of acetaldehyde in 30 ml of ethanol, 0.07 ml (0.7 mmol) of piperidine was added, followed by refluxing for 5 hours. After the reaction mixture was cooled, the solvent was distilled off. The residue was dissolved in chloroform, washed with saturated aqueous sodium hydrogen carbonate and dried, after which the solvent was distilled off. The residue was purified by column ch... Reactants: CCc1nn(C(C)CCCc2ccccc2)c2nc(Cc3ccc(Br)cc3)[nH]c(=O)c12, O=C([O-])[O-], C1CCOC1, Nc1cccc(B(O)O)c1, [Na+], [Na+], O. Product: CCc1nn(C(C)CCCc2ccccc2)c2nc(Cc3ccc(-c4cccc(N)c4)cc3)[nH]c(=O)c12. As a reaction SMILES: [Br:12][c:13]1[cH:14][cH:15][c:16]([CH2:17][c:18]2[nH:19][c:20](=[O:40])[c:21]3[c:22]([n:23]2)[n:24]([CH:29]([CH2:30][CH2:31][CH2:32][c:33]2[cH:34][cH:35][cH:36][cH:37][cH:38]2)[CH3:39])[n:25][c:26]3[CH2:27][CH3:28])[cH:41][cH:42]1.[C:43](=[O:44])([O-:45])[O-:46].[CH2:49]1[O:50][CH2:51][CH2:52][CH2:53]1.[NH2:2][c:3]1[cH:4][c:5]([B:9]([OH:10])[OH:11])[cH:6][cH:7][cH:8]1.[Na+:47].[Na+:48].[OH2:1]>>[NH2:2][c:3]1[cH:4][c:5](-[c:13]2[cH:14][cH:15][c:16]([CH2:17][c:18]3[nH:19][c:20](=[O:40])[c:21]4[c:22]([n:23]3)[n:24]([CH:29]([CH2:30][CH2:31][CH2:32][c:33]3[cH:34][cH:35][cH:36][cH:37][cH:38]3)[CH3:39])[n:25][c:26]4[CH2:27][CH3:28])[cH:41][cH:42]2)[cH:6][cH:7][cH:8]1. Reactants: S1C(=NC2=C1C=CC=C2)C(=O)C2CCNCC2 ((2-benzothiazolyl)(4-piperidinyl)methanone), Cl (hydrogen chloride), C([O-])(O)=O.[Na+] (sodium bicarbonate), C(F)(F)(F)C(=O)O (CF3CO2H), BrCC(=O)OC (methyl bromoacetate). The solvent is O1CCCC1 (tetrahydrofuran), O (water), C(C)O.C(C)OCC (ethanol ethyl ether). The product is S1C(=NC2=C1C=CC=C2)C(=O)C2CCN(CC2)CC(=O)OC (4-[(2-Benzothiazolyl)carbonyl]-1-piperidineacetic acid, methyl ester). As a reaction SMILES: [S:1]1[C:5]2[CH:6]=[CH:7][CH:8]=[CH:9][C:4]=2[N:3]=[C:2]1[C:10]([CH:12]1[CH2:17][CH2:16][NH:15][CH2:14][CH2:13]1)=[O:11].C(C(O)=O)(F)(F)F.Br[CH2:26][C:27]([O:29][CH3:30])=[O:28].C(=O)(O)[O-].[Na+].Cl>C(O)C.C(OCC)C.O.O1CCCC1>[S:1]1[C:5]2[CH:6]=[CH:7][CH:8]=[CH:9][C:4]=2[N:3]=[C:2]1[C:10]([CH:12]1[CH2:17][CH2:16][N:15]([CH2:26][C:27]([O:29][CH3:30])=[O:28])[CH2:14][CH2:13]1)=[O:11] |f:3.4,6.7|. Procedure: Mix (2-benzothiazolyl)(4-piperidinyl)methanone.CF3CO2H (3.0 g, 8.33 mmol), methyl bromoacetate (1.34 g, 8.74 mmol), sodium bicarbonate (1.75 g, 20.83 mmol), tetrahydrofuran (120 mL) and water (30 mL). Heat at reflux for 4 hours, cool to room temperature and partition between ethyl acetate and water. Separate the organic phase and extract the aqueous phase with ethyl acetate. Combine the organic phases, wash with water and dry (MgSO4). Evaporate the solvent in vacuo to give a yellow oil. Dissolve...